From a dataset of the Open Reaction Database (ORD), a public repository of structured organic reaction records. describe an organic reaction: reactants, conditions, products, and yield Run at time 2 hour. Product: COC=1C=C(C=O)C=CC1OS(=O)(=O)C(F)(F)F (3-Methoxy-4-(trifluoromethanesulfonyloxy)benzaldehyde). As a reaction SMILES: [O:1]=[CH:2][C:3]1[CH:11]=[CH:10][C:8]([OH:9])=[C:5]([O:6][CH3:7])[CH:4]=1.N1C=CC=CC=1.[O:18](S(C(F)(F)F)(=O)=O)[S:19]([C:22]([F:25])([F:24])[F:23])(=O)=[O:20]>C(Cl)Cl>[CH3:7][O:6][C:5]1[CH:4]=[C:3]([CH:11]=[CH:10][C:8]=1[O:9][S:19]([C:22]([F:25])([F:24])[F:23])(=[O:20])=[O:18])[CH:2]=[O:1]. Isolated yield 90.1%. The solvent is C(Cl)Cl (CH2Cl2). Procedure: To a round-bottomed flask equipped with magnetic stir bar was charged 1a (3.0 g, 20 mmol), pyridine (4.7 g, 59 mmol, 3 equiv) and CH2Cl2 (25 mL). The mixture was cooled in a dry ice-acetone bath and Tf2O (6.6 mL, 11.1 g, 39 mmol, 2 equiv) was added dropwise over 30 min Afterwards, the mixture was stirred at room temperature for 2 h. The reaction mixture was washed with H2O (2×25 mL) followed by brine (25 mL). The organic phase was separated, dried over anhydrous MgSO4 and evaporated under reduce... Starting materials: O=CC1=CC(OC)=C(O)C=C1 (vanillin), N1=CC=CC=C1 (pyridine), O(S(=O)(=O)C(F)(F)F)S(=O)(=O)C(F)(F)F (Tf2O).